Dataset: the Open Reaction Database (ORD), a public repository of structured organic reaction records. Task: describe an organic reaction: reactants, conditions, products, and yield Starting materials: [Ba+2], O=C(O)COc1ccc(Br)cc1, CC(C)S(=O)(=O)Nc1ccsc1-c1ccc(B2OC(C)(C)C(C)(C)O2)cc1, ClCCl, O=C(O)COc1ccc(I)cc1, [OH-], [OH-], O. The product is CC(C)S(=O)(=O)Nc1ccsc1-c1ccc(-c2ccc(OCC(=O)O)cc2)cc1. Reaction SMILES: [Ba+2:53].[Br:13][c:14]1[cH:15][cH:16][c:17]([O:18][CH2:19][C:20]([OH:21])=[O:22])[cH:23][cH:24]1.[CH3:25][C:26]1([CH3:27])[C:28]([CH3:29])([CH3:30])[O:31][B:32]([c:33]2[cH:34][cH:35][c:36](-[c:39]3[s:40][cH:41][cH:42][c:43]3[NH:44][S:45](=[O:46])(=[O:47])[CH:48]([CH3:49])[CH3:50])[cH:37][cH:38]2)[O:51]1.[Cl:55][CH2:56][Cl:57].[I:1][c:2]1[cH:3][cH:4][c:5]([O:6][CH2:7][C:8](=[O:9])[OH:10])[cH:11][cH:12]1.[OH-:52].[OH-:54].[OH2:58]>>[c:2]1(-[c:33]2[cH:34][cH:35][c:36](-[c:39]3[s:40][cH:41][cH:42][c:43]3[NH:44][S:45](=[O:46])(=[O:47])[CH:48]([CH3:49])[CH3:50])[cH:37][cH:38]2)[cH:3][cH:4][c:5]([O:6][CH2:7][C:8](=[O:9])[OH:10])[cH:11][cH:12]1. Reactants: C(C)(=S)N (Thioacetamide), BrCC1=CC2=CC=CC=C2C=C1 (2-bromomethyl-naphthalene). Solvent: C(Cl)(Cl)Cl (CHCl3). Product: Br.C1=C(C=CC2=CC=CC=C12)CSC(C)=N (thioacetimidic acid naphthalen-2-ylmethyl ester hydrobromide salt). Isolated yield 78.6%. As a reaction SMILES: [C:1]([NH2:4])(=[S:3])[CH3:2].[Br:5][CH2:6][C:7]1[CH:16]=[CH:15][C:14]2[C:9](=[CH:10][CH:11]=[CH:12][CH:13]=2)[CH:8]=1>C(Cl)(Cl)Cl>[BrH:5].[CH:8]1[C:9]2[C:14](=[CH:13][CH:12]=[CH:11][CH:10]=2)[CH:15]=[CH:16][C:7]=1[CH2:6][S:3][C:1](=[NH:4])[CH3:2] |f:3.4|. Reported procedure: Thioacetamide (326.0 mg, 4.339 mmol) and 2-bromomethyl-naphthalene (959.0 mg, 4.337 mmol) were placed in a 50 mL round-bottom flask. 20 mL of CHCl3 were added and the mixure was refluxed for 3 h at which time a white precipitate formed. The mixture was cooled and the precipitate collected. The precipitate was washed with 20 mL of CH2Cl2 and placed under vacuum for drying to give 1.01 g of thioacetimidic acid naphthalen-2-ylmethyl ester hydrobromide salt as a fine white powder. Starting materials: O=C(O)C(c1ccccc1)n1c(=O)[nH]c2cc(Cl)ccc21, O=C(C(c1ccccc1)n1c(=O)[nH]c2ccccc21)N1CCN(c2ccncc2)CC1. Product: O=C(C(c1ccccc1)n1c(=O)[nH]c2cc(Cl)ccc21)N1CCN(c2ccncc2)CC1. RXN SMILES: [Cl:32][c:33]1[cH:34][cH:35][c:36]2[n:37]([CH:38]([c:39]3[cH:40][cH:41][cH:42][cH:43][cH:44]3)[C:45]([OH:46])=[O:47])[c:48](=[O:49])[nH:50][c:51]2[cH:52]1.[O:1]=[C:2]([CH:3]([c:4]1[cH:5][cH:6][cH:7][cH:8][cH:9]1)[n:10]1[c:11](=[O:19])[nH:12][c:13]2[c:14]1[cH:15][cH:16][cH:17][cH:18]2)[N:20]1[CH2:21][CH2:22][N:23]([c:26]2[cH:27][cH:28][n:29][cH:30][cH:31]2)[CH2:24][CH2:25]1>>[O:1]=[C:2]([CH:3]([c:4]1[cH:5][cH:6][cH:7][cH:8][cH:9]1)[n:10]1[c:11](=[O:19])[nH:12][c:13]2[c:14]1[cH:15][cH:16][c:17]([Cl:32])[cH:18]2)[N:20]1[CH2:21][CH2:22][N:23]([c:26]2[cH:27][cH:28][n:29][cH:30][cH:31]2)[CH2:24][CH2:25]1. Starting materials: Cl.S1C2=C(C=C1N)C=CC=C2 (Benzo[b]thiophen-2-ylamine hydrochloride), BrC1=CC=C(C=C1)S(=O)(=O)Cl (4-bromobenzene-1-sulfonyl chloride). Solvent: N1=CC=CC=C1 (pyridine), C(Cl)Cl (methylene chloride). Conditions: time 18 hour. Yields the product S1C2=C(C=C1NS(=O)(=O)C1=CC=C(C=C1)Br)C=CC=C2 (N-(Benzo[b]thiophen-2-yl)-4-bromobenzenesulfonamide). Yield: 73.5%. RXN SMILES: Cl.[S:2]1[C:6]([NH2:7])=[CH:5][C:4]2[CH:8]=[CH:9][CH:10]=[CH:11][C:3]1=2.[Br:12][C:13]1[CH:18]=[CH:17][C:16]([S:19](Cl)(=[O:21])=[O:20])=[CH:15][CH:14]=1>N1C=CC=CC=1.C(Cl)Cl>[S:2]1[C:6]([NH:7][S:19]([C:16]2[CH:17]=[CH:18][C:13]([Br:12])=[CH:14][CH:15]=2)(=[O:21])=[O:20])=[CH:5][C:4]2[CH:8]=[CH:9][CH:10]=[CH:11][C:3]1=2 |f:0.1|. Procedure details: To a stirred solution of compound 1-C (9.28 g, 49.9 mmol) in pyridine (100 mL) and methylene chloride (50 mL), cooled on an ice bath, was added 4-bromobenzene-1-sulfonyl chloride (12.8 g, 49.9 mmol), portion-wise over a period of 4 minutes. The reaction mixture was allowed to warm to ambient temperature and stirred for 18 h. The reaction mixture was concentrated under reduced pressure, the crude residue partitioned between EtOAc (500 mL) and 1N HCl (250 mL), the layers separated, the organic pha...